This data is from the Open Reaction Database (ORD), a public repository of structured organic reaction records. The task is: describe an organic reaction: reactants, conditions, products, and yield Starting materials: FC=1C=C2C(CC(NC2=CC1)C)=O (6-fluoro-2-methyl-4-oxo-1,2,3,4-tetrahydroquinoline), C(C)OC=C(C(=O)OCC)C(=O)OCC (diethyl ethoxymethylenemalonate). Conditions: temperature 170 celsius. Product: O=C1C(=CN2C(CC(C3=C2C1=CC(=C3)F)=O)C)C(=O)OCC (ethyl 6,7-dihydro-1,7-dioxo-9-fluoro-5-methyl-1H,5H-benzo[ij]-quinolizine2-carboxylate). RXN SMILES: [F:1][C:2]1[CH:3]=[C:4]2[C:9](=[CH:10][CH:11]=1)[NH:8][CH:7]([CH3:12])[CH2:6][C:5]2=[O:13].C([O:16][CH:17]=[C:18]([C:24](OCC)=O)[C:19]([O:21][CH2:22][CH3:23])=[O:20])C>>[O:16]=[C:17]1[C:10]2=[CH:11][C:2]([F:1])=[CH:3][C:4]3=[C:9]2[N:8]([CH:7]([CH3:12])[CH2:6][C:5]3=[O:13])[CH:24]=[C:18]1[C:19]([O:21][CH2:22][CH3:23])=[O:20]. Reported procedure: A stirred mixture of 12 g (0.067 mole) of 6-fluoro-2-methyl-4-oxo-1,2,3,4-tetrahydroquinoline from example 4 and 14.8 g (0.070 mole) of diethyl ethoxymethylenemalonate was heated gradually to 160 to 180° C. while removing the ethanol generated by distillation. After 0.5 hour the mixture was cooled to 60°C., and 30 g of polyphosphoric acid was added. This mixture was heated gradually to 150 to 160°C. and maintained at 155° to 160°C. for 5 to 10 minutes. Following cooling, water was added, and the... Reactants: C(CC)N1CCC[C@@H]2CC(C(C[C@@H]12)=CN(C)C)=O (trans-(±)-1-n-propyl-6-oxo-7-dimethylaminomethylenedecahydroquinoline), NC(=S)N (thiourea). Run in C(C)O (ethanol). The product is SC=1N=CC2=C(C[C@@H]3CCCN([C@H]3C2)CCC)N1 (trans-(±)-2-mercapto-6-n-propyl-5,5a,6,7,8,9,9a,10-octahydropyrimido[4,5-g]quinoline). As a reaction SMILES: [CH2:1]([N:4]1[C@H:13]2[C@@H:8]([CH2:9][C:10](=O)[C:11](=[CH:14]N(C)C)[CH2:12]2)[CH2:7][CH2:6][CH2:5]1)[CH2:2][CH3:3].[NH2:19][C:20]([NH2:22])=[S:21]>C(O)C>[SH:21][C:20]1[N:22]=[CH:14][C:11]2[CH2:12][C@H:13]3[C@@H:8]([CH2:7][CH2:6][CH2:5][N:4]3[CH2:1][CH2:2][CH3:3])[CH2:9][C:10]=2[N:19]=1. Reported procedure: One gram of trans-(±)-1-n-propyl-6-oxo-7-dimethylaminomethylenedecahydroquinoline was reacted with 0.33 g. of thiourea in 20 ml. of ethanol by refluxing overnight under a nitrogen atmosphere. The volatile constituents were removed in vacuo to yield trans-(±)-2-mercapto-6-n-propyl-5,5a,6,7,8,9,9a,10-octahydropyrimido[4,5-g]quinoline free base. The free base was converted to the dihydrochloride salt by standard procedures to yield 0.17 g. of dihydrochloride salt melting at 267°-277° C. after recry... Reactants: N(N)C=1C(=NC=C(N1)C)C (3-Hydrazino-2,5-dimethylpyrazine). The reagents and catalysts are [Ni] (Ni). Solvent: O (water), O (water). Conditions: temperature 50 celsius. The product is CC=1C(=NC(=CN1)C)N (3,6-Dimethylpyrazin-2-amine). Reaction SMILES: [NH:1]([C:3]1[C:4]([CH3:10])=[N:5][CH:6]=[C:7]([CH3:9])[N:8]=1)N>O.[Ni]>[CH3:10][C:4]1[C:3]([NH2:1])=[N:8][C:7]([CH3:9])=[CH:6][N:5]=1. Reported procedure: To a solution of 3-hydrazino-2,5-dimethylpyrazine (2.00 g, 14.5 mmol) from Step A in 75 mL of water was added approximately 1 g (wet) Raney Ni, 50% slurry in water. After stirring at reflux for 2 h, the reaction mixture was filtered hot through Celite, and subsequently washed with hot water, followed by dichloromethane. The concentrated residues were suspended in ethylenediamine and heated at 50° C. for 30 min with stirring. Concentration followed by purification by flash chromatography (silica ... Starting materials: [Br-], CCCc1nc(I)c(I)n1CCNC(=O)OC(C)(C)C, CC[Mg+], C1CCOC1, O. The product is CCCc1nc(I)cn1CCNC(=O)OC(C)(C)C. RXN SMILES: [Br-:21].[C:1]([CH3:2])([CH3:3])([CH3:4])[O:5][C:6]([NH:7][CH2:8][CH2:9][n:10]1[c:11]([CH2:17][CH2:18][CH3:19])[n:12][c:13]([I:16])[c:14]1[I:15])=[O:20].[CH2:22]([Mg+:23])[CH3:24].[CH2:26]1[O:27][CH2:28][CH2:29][CH2:30]1.[OH2:25]>>[C:1]([CH3:2])([CH3:3])([CH3:4])[O:5][C:6]([NH:7][CH2:8][CH2:9][n:10]1[c:11]([CH2:17][CH2:18][CH3:19])[n:12][c:13]([I:16])[cH:14]1)=[O:20].